Task: describe an organic reaction: reactants, conditions, products, and yield. Dataset: the Open Reaction Database (ORD), a public repository of structured organic reaction records Reactants: crude product, C(C)(C)(C)OC(NC1=C(C=C(C(=C1)C)Cl)N)=O ((2-amino-4-chloro-5-methyl-phenyl)-carbamic acid tert-butyl ester), C(C)(C)(C)OC(CC(=O)C1=CC(=CC=C1)C1=NC(=NC=C1)C)=O (3-[3-(2-methyl-pyrimidin-4-yl)-phenyl]-3-oxo-propionic acid tert-butyl ester). Yields the product ClC=1C(=CC2=C(NC(CC(=N2)C2=CC(=CC=C2)C2=NC(=NC=C2)C)=O)C1)C (8-Chloro-7-methyl-4-[3-(2-methyl-pyrimidin-4-yl)-phenyl]-1,3-dihydro-benzo[b][1,4]diazepin-2-one), solid. Reaction SMILES: C(OC(=O)[NH:7][C:8]1[CH:13]=[C:12]([CH3:14])[C:11]([Cl:15])=[CH:10][C:9]=1[NH2:16])(C)(C)C.C(O[C:23](=[O:40])[CH2:24][C:25]([C:27]1[CH:32]=[CH:31][CH:30]=[C:29]([C:33]2[CH:38]=[CH:37][N:36]=[C:35]([CH3:39])[N:34]=2)[CH:28]=1)=O)(C)(C)C>>[Cl:15][C:11]1[C:12]([CH3:14])=[CH:13][C:8]2[N:7]=[C:25]([C:27]3[CH:32]=[CH:31][CH:30]=[C:29]([C:33]4[CH:38]=[CH:37][N:36]=[C:35]([CH3:39])[N:34]=4)[CH:28]=3)[CH2:24][C:23](=[O:40])[NH:16][C:9]=2[CH:10]=1. Reported procedure: The title compound was prepared from (2-amino-4-chloro-5-methyl-phenyl)-carbamic acid tert-butyl ester (Example J22) (77 mg, 0.3 mmol) and 3-[3-(2-methyl-pyrimidin-4-yl)-phenyl]-3-oxo-propionic acid tert-butyl ester (Example K42) (112 mg, 0.36 mmol) according to the general procedure M and subsequent treatment of the crude product according to the general procedure N. Obtained as a light yellow solid (59 mg). Reactants: ClCCOC1=NNC2=NC=NC(=C21)NC2=CC(=C(C=C2)OC=2C=NC(=CC2)C)Cl (3-(2-chloroethoxy)-N-{3-chloro-4-[(6-methylpyridin-3-yl)oxy]phenyl}-1H-pyrazolo[3,4-d]pyrimidin-4-amine), CNCCO (N-methylethanolamine). Product: ClC=1C=C(C=CC1OC=1C=NC(=CC1)C)NC1=C2C(=NC=N1)NN=C2OCCN(CCO)C (2-[(2-{[4-({3-chloro-4-[(6-methylpyridin-3-yl)oxy]phenyl}amino)-1H-pyrazolo[3,4-d]pyrimidin-3-yl]oxy}ethyl)(methyl)amino]ethanol). Isolated yield 34.0%. Reaction SMILES: Cl[CH2:2][CH2:3][O:4][C:5]1[C:13]2[C:8](=[N:9][CH:10]=[N:11][C:12]=2[NH:14][C:15]2[CH:20]=[CH:19][C:18]([O:21][C:22]3[CH:23]=[N:24][C:25]([CH3:28])=[CH:26][CH:27]=3)=[C:17]([Cl:29])[CH:16]=2)[NH:7][N:6]=1.[CH3:30][NH:31][CH2:32][CH2:33][OH:34]>>[Cl:29][C:17]1[CH:16]=[C:15]([NH:14][C:12]2[N:11]=[CH:10][N:9]=[C:8]3[NH:7][N:6]=[C:5]([O:4][CH2:3][CH2:2][N:31]([CH3:30])[CH2:32][CH2:33][OH:34])[C:13]=23)[CH:20]=[CH:19][C:18]=1[O:21][C:22]1[CH:23]=[N:24][C:25]([CH3:28])=[CH:26][CH:27]=1. Reported procedure: The procedure described in Example 23 was repeated using 3-(2-chloroethoxy)-N-{3-chloro-4-[(6-methylpyridin-3-yl)oxy]phenyl}-1H-pyrazolo[3,4-d]pyrimidin-4-amine (prepared as described in Example 16) and N-methylethanolamine to give the title compound in 34% yield; NMR Spectrum: 2.31 (s, 3H), 2.45 (s, 3H), 2.54 (t, 2H), 2.88 (t, 2H), 3.49 (t, 2H), 4.41 (t, 2H), 7.19 (d, 1H), 7.26 (br s, 2H), 7.72 (d, 1H), 8.14 (s, 1H), 8.21 (s, 1H), 8.36 (s, 1H), 8.62 (br s, 1H); Mass Spectrum: 470 (MH+). Starting materials: Cc1ccc(S(=O)(=O)O)cc1, CC(C)(C#CC(=O)c1ccncc1)O[Si](C)(C)C, ClCCl. The product is CC(C)(O)C#CC(=O)c1ccncc1. Reaction SMILES: [CH3:19][c:20]1[cH:21][cH:22][c:23]([S:24]([OH:25])(=[O:26])=[O:27])[cH:28][cH:29]1.[CH3:1][C:2]([C:3]#[C:4][C:5](=[O:6])[c:7]1[cH:8][cH:9][n:10][cH:11][cH:12]1)([CH3:13])[O:14][Si:15]([CH3:16])([CH3:17])[CH3:18].[Cl:30][CH2:31][Cl:32]>>[CH3:1][C:2]([C:3]#[C:4][C:5](=[O:6])[c:7]1[cH:8][cH:9][n:10][cH:11][cH:12]1)([CH3:13])[OH:14]. The reactants are CC(C)(C)[O-].[Na+] (NaOtBu), P(=O)([O-])([O-])[O-].[Na+].[Na+].[Na+] (sodium phosphate), O=C[C@H](O)[C@@H](O)[C@H](O)[C@H](O)CO (D-glucose), C1=CC(=C[N+](=C1)[C@H]2[C@@H]([C@@H]([C@H](O2)COP(=O)([O-])OP(=O)(O)OC[C@@H]3[C@H]([C@H]([C@@H](O3)N4C=NC5=C4N=CN=C5N)O)O)O)O)C(=O)N (β-nicotinamide adenine dinucleotide), O=C[C@H](O)[C@@H](O)[C@H](O)[C@H](O)CO (glucose), KRED-NADH-110, CC(C)(C)[O-].[Na+] (NaOtBu), BrCC(=O)C1=CC=C(C=C1)C#N (2-bromo-4′-cyanoacetophenone). The solvent is CS(=O)C (DMSO). Run at temperature 40 celsius. Product: O1[C@H](C1)C1=CC=C(C#N)C=C1 ((S)-4-(oxiran-2-yl)benzonitrile). Yield: 88.8%. RXN SMILES: P([O-])([O-])([O-])=O.[Na+].[Na+].[Na+].O=C[C@@H]([C@H]([C@@H]([C@@H](CO)O)O)O)O.C1C=[N+]([C@@H]2O[C@H](COP(OP(OC[C@H]3O[C@@H](N4C5N=CN=C(N)C=5N=C4)[C@H](O)[C@@H]3O)(O)=O)([O-])=O)[C@@H](O)[C@H]2O)C=C(C(N)=O)C=1.Br[CH2:66][C:67]([C:69]1[CH:74]=[CH:73][C:72]([C:75]#[N:76])=[CH:71][CH:70]=1)=[O:68].CC([O-])(C)C.[Na+]>CS(C)=O>[O:68]1[CH2:66][C@@H:67]1[C:69]1[CH:74]=[CH:73][C:72]([C:75]#[N:76])=[CH:71][CH:70]=1 |f:0.1.2.3,7.8|. Procedure details: To 800 mL of 0.2M, pH 6.0 sodium phosphate buffer in a 2 L flask equipped with an overhead stirrer was added D-glucose (38.6 g, 1.2 eq), β-nicotinamide adenine dinucleotide, free acid (1.6 g, mmol), glucose dehydrogenase (36 mg, 3.2 kU, CODEXIS® GDH-102, 90 U/mg), and enzyme KRED-NADH-110 (200 mg, CODEXIS®, 25 U/mg). The vessels containing the reagents above were rinsed with 200 mL of fresh sodium phosphate buffer and added to the reaction which was stirred to dissolution and then heated to 40° ... Reactants: Cc1ccc(Br)cc1, CC(=O)OC(C)=O, CC(=O)O, [O-][I+3]([O-])([O-])[O-], I, [Na+], O=S(=O)(O)O. Product: Cc1ccc(Br)cc1I. RXN SMILES: [Br:20][c:21]1[cH:22][cH:23][c:24]([CH3:27])[cH:25][cH:26]1.[CH3:1][C:2]([O:3][C:4](=[O:5])[CH3:6])=[O:7].[CH3:28][C:29](=[O:30])[OH:31].[I+3:8]([O-:9])([O-:10])([O-:11])[O-:12].[I:14].[Na+:13].[S:15](=[O:16])(=[O:17])([OH:18])[OH:19]>>[I:8][c:23]1[cH:22][c:21]([Br:20])[cH:26][cH:25][c:24]1[CH3:27].